From a dataset of the Open Reaction Database (ORD), a public repository of structured organic reaction records. describe an organic reaction: reactants, conditions, products, and yield The reactants are Cc1ccc(F)c(Br)n1, OB(O)c1cc(F)cc(F)c1F, [Na+], [Na+], O=C([O-])[O-], C1COCCO1. Yields the product Cc1ccc(F)c(-c2cc(F)cc(F)c2F)n1. RXN SMILES: [Br:1][c:2]1[n:3][c:4]([CH3:9])[cH:5][cH:6][c:7]1[F:8].[F:10][c:11]1[c:12]([B:19]([OH:20])[OH:21])[cH:13][c:14]([F:18])[cH:15][c:16]1[F:17].[Na+:22].[Na+:23].[O-:24][C:25](=[O:26])[O-:27].[O:28]1[CH2:29][CH2:30][O:31][CH2:32][CH2:33]1>>[c:2]1(-[c:12]2[c:11]([F:10])[c:16]([F:17])[cH:15][c:14]([F:18])[cH:13]2)[n:3][c:4]([CH3:9])[cH:5][cH:6][c:7]1[F:8]. Starting materials: COc1cc(NC(=O)OC(C)(C)C)c(NC(=O)CC(=O)c2cccc(-n3ccnc3C)c2)cc1-c1ccccc1F, ClCCl, O=C(O)C(F)(F)F. The product is COc1cc2c(cc1-c1ccccc1F)NC(=O)CC(c1cccc(-n3ccnc3C)c1)=N2. As a reaction SMILES: [C:1]([O:2][C:3](=[O:4])[NH:7][c:8]1[cH:9][c:10]([O:39][CH3:40])[c:11](-[c:32]2[c:33]([F:38])[cH:34][cH:35][cH:36][cH:37]2)[cH:12][c:13]1[NH:14][C:15]([CH2:16][C:17](=[O:5])[c:19]1[cH:20][c:21](-[n:25]2[c:26]([CH3:30])[n:27][cH:28][cH:29]2)[cH:22][cH:23][cH:24]1)=[O:31])([CH3:6])([CH3:18])[CH3:41].[Cl:49][CH2:50][Cl:51].[F:42][C:43]([F:44])([F:45])[C:46]([OH:47])=[O:48]>>[N:7]1=[C:17]([c:19]2[cH:20][c:21](-[n:25]3[c:26]([CH3:30])[n:27][cH:28][cH:29]3)[cH:22][cH:23][cH:24]2)[CH2:16][C:15](=[O:31])[NH:14][c:13]2[c:8]1[cH:9][c:10]([O:39][CH3:40])[c:11](-[c:32]1[c:33]([F:38])[cH:34][cH:35][cH:36][cH:37]1)[cH:12]2. Starting materials: O.[N+](=O)([O-])C(C=O)C=O.[Na] (Sodium nitromalonaldehyde monohydrate), C(/C(/Br)=C(/Br)\C=O)(=O)O (mucobromic acid), IV, amine, NC=1C=C(CO)C=CC1 (3-Aminobenzyl alcohol). Run in O (water), Cl (HCl), O (water). Run at time 10 minute. Yields the product OCC=1C=C(C=CC1)NC=C(C=O)[N+](=O)[O-] (3-(3-(hydroxymethyl)phenylamino)-2-nitroacrylaldehyde). As a reaction SMILES: [NH2:1][C:2]1[CH:3]=[C:4]([CH:7]=[CH:8][CH:9]=1)[CH2:5][OH:6].O.[N+:11]([CH:14]([CH:17]=O)[CH:15]=[O:16])([O-:13])=[O:12].[Na].C(O)(=O)/C(=C(\C=O)/Br)/Br>Cl.O>[OH:6][CH2:5][C:4]1[CH:3]=[C:2]([NH:1][CH:17]=[C:14]([N+:11]([O-:13])=[O:12])[CH:15]=[O:16])[CH:9]=[CH:8][CH:7]=1 |f:1.2.3,^1:18|. Procedure: 3-Aminobenzyl alcohol (4.97 g, 0.0404 mol) was dissolved in 4 mL conc HCl. Sodium nitromalonaldehyde monohydrate (prepared from mucobromic acid according to the procedure in Organic Syntheses Vol IV, pp 844, 1963) (4.25 g, 0.0269 mol) was dissolved in 35 mL water and added to the amine solution (a yellow precipitate formed immediately)—a further 80 mL of water being added to aid stirring. After 10 min, the precipitate was filtered, washed with water and air dried overnight to give the product (4... The reactants are BrC=1C=C(C=CC1F)C=1N=C(N=NC1)C1=C(C=C(C=C1)F)F (5-(3-bromo-4-fluorophenyl)-3-(2,4-difluorophenyl)-[1,2,4]triazine), CN(C=O)C (N,N-dimethylformamide). Reagents/catalysts: [C-]#N.[Zn+2].[C-]#N (zinc cyanide), C=1C=CC(=CC1)[P](C=2C=CC=CC2)(C=3C=CC=CC3)[Pd]([P](C=4C=CC=CC4)(C=5C=CC=CC5)C=6C=CC=CC6)([P](C=7C=CC=CC7)(C=8C=CC=CC8)C=9C=CC=CC9)[P](C=1C=CC=CC1)(C=1C=CC=CC1)C=1C=CC=CC1 (tetrakis(triphenylphosphine)palladium(0)). Reaction conditions: temperature 150 celsius. The product is FC1=C(C=CC(=C1)F)C=1N=NC=C(N1)C=1C=CC(=C(C#N)C1)F (5-[3-(2,4-difluorophenyl)-[1,2,4]triazin-5-yl]-2-fluorobenzonitrile). RXN SMILES: Br[C:2]1[CH:3]=[C:4]([C:9]2[N:10]=[C:11]([C:15]3[CH:20]=[CH:19][C:18]([F:21])=[CH:17][C:16]=3[F:22])[N:12]=[N:13][CH:14]=2)[CH:5]=[CH:6][C:7]=1[F:8].[CH3:23][N:24](C)C=O>[C-]#N.[Zn+2].[C-]#N.C1C=CC([P]([Pd]([P](C2C=CC=CC=2)(C2C=CC=CC=2)C2C=CC=CC=2)([P](C2C=CC=CC=2)(C2C=CC=CC=2)C2C=CC=CC=2)[P](C2C=CC=CC=2)(C2C=CC=CC=2)C2C=CC=CC=2)(C2C=CC=CC=2)C2C=CC=CC=2)=CC=1>[F:22][C:16]1[CH:17]=[C:18]([F:21])[CH:19]=[CH:20][C:15]=1[C:11]1[N:12]=[N:13][CH:14]=[C:9]([C:4]2[CH:5]=[CH:6][C:7]([F:8])=[C:2]([CH:3]=2)[C:23]#[N:24])[N:10]=1 |f:2.3.4,^1:36,38,57,76|. Procedure details: A mixture of 5-(3-bromo-4-fluorophenyl)-3-(2,4-difluorophenyl)-[1,2,4]triazine (0.1 g, 0.27 mmol), zinc cyanide (0.032 g, 0.27 mmol) and tetrakis(triphenylphosphine)palladium(0) (0.016 g, 0.01 mmol) in N,N-dimethylformamide (4 ml) was heated to 150° C. Fog 600 s in a Smith Synthesiser microwave reactor (Personal Chemistry, Uppsala, Sweden). The reaction was partitioned between ethyl acetate (80 ml) and water (40 ml). The organic layer was washed with water (40 ml) and the combined organics dried... The reactants are C[Si](C)(C)C=[N+]=[N-] (trimethylsilyldiazomethane), C(C)(C)(C)OC(=O)N1CC2=CC(=CCC2CC1C(=O)O)O (2-(t-Butyloxycarbonyl)-7-hydroxy-tetrahydro-isoquinoline-3-carboxylic acid), reagent. Run in CO.C(Cl)(Cl)Cl (MeOH CHCl3). Run at temperature 0 celsius, time 0.75 hour. The product is C(C)(C)(C)OC(=O)N1CC2=CC(=CC=C2C[C@H]1C(=O)OC)O (Methyl 2-(t-butyloxycarbonyl)-7-hydroxy-1,2,3,4-tetrahydroisoquinoline-3(S)-carboxylate). Reaction SMILES: [C:1]([O:5][C:6]([N:8]1[CH:17]([C:18]([OH:20])=[O:19])[CH2:16][CH:15]2[C:10](=[CH:11][C:12]([OH:21])=[CH:13][CH2:14]2)[CH2:9]1)=[O:7])([CH3:4])([CH3:3])[CH3:2].[CH3:22][Si](C=[N+]=[N-])(C)C>CO.C(Cl)(Cl)Cl>[C:1]([O:5][C:6]([N:8]1[C@H:17]([C:18]([O:20][CH3:22])=[O:19])[CH2:16][C:15]2[C:10](=[CH:11][C:12]([OH:21])=[CH:13][CH:14]=2)[CH2:9]1)=[O:7])([CH3:4])([CH3:2])[CH3:3] |f:2.3|. Procedure: 2-(t-Butyloxycarbonyl)-7-hydroxy-tetrahydro-isoquinoline-3-carboxylic acid (0.5 g, 1.71 mmol) was dissolved in 10% MeOH/CHCl3 (70 mL). The solution was cooled to 0° C. and trimethylsilyldiazomethane (2 M in hexane) (1.88 mL, 3.76 mmol) was added dropwise via syringe. A yellow color persisted after addittion of 1.2 mL of this reagent. The cooling bath was removed and the solution was stirred at 25° C. for 0.75 hr. The reaction was cooled to 0° C. and acetic acid was added dropwise until the yello... Starting materials: Cl, Cl, Cl, Cl, NCCCNCCCCNC(=O)C(O)O, N=C(N)NCCCCCCC(N)=O, O, O=C(O)CC(O)(CC(=O)O)C(=O)O. The product is N=C(N)NCCCCCCC(=O)NC(O)C(=O)NCCCCNCCCN. Reaction SMILES: [ClH:16].[ClH:17].[ClH:1].[ClH:2].[NH2:18][CH2:19][CH2:20][CH2:21][NH:22][CH2:23][CH2:24][CH2:25][CH2:26][NH:27][C:28]([CH:29]([OH:30])[OH:31])=[O:32].[NH:3]([C:4](=[NH:5])[NH2:6])[CH2:7][CH2:8][CH2:9][CH2:10][CH2:11][CH2:12][C:13](=[O:14])[NH2:15].[OH2:46].[OH:33][C:34]([CH2:35][C:36]([C:37](=[O:38])[OH:39])([CH2:40][C:41](=[O:42])[OH:43])[OH:44])=[O:45]>>[NH:3]([C:4](=[NH:5])[NH2:6])[CH2:7][CH2:8][CH2:9][CH2:10][CH2:11][CH2:12][C:13](=[O:14])[NH:15][CH:29]([C:28]([NH:27][CH2:26][CH2:25][CH2:24][CH2:23][NH:22][CH2:21][CH2:20][CH2:19][NH2:18])=[O:32])[OH:30]. The reactants are COc1ccc(NC(=O)OC(C)(C)C)cn1, [Li]CCCC, CN(C)CCN(C)C, CCOCC, ClCCI. Product: COc1cc(I)c(NC(=O)OC(C)(C)C)cn1. As a reaction SMILES: [C:6]([CH3:7])([CH3:8])([CH3:9])[O:10][C:11]([NH:12][c:13]1[cH:14][n:15][c:16]([O:19][CH3:20])[cH:17][cH:18]1)=[O:21].[CH2:1]([Li:2])[CH2:3][CH2:4][CH3:5].[CH3:22][N:23]([CH3:24])[CH2:25][CH2:26][N:27]([CH3:28])[CH3:29].[CH3:34][CH2:35][O:36][CH2:37][CH3:38].[Cl:30][CH2:31][CH2:32][I:33]>>[C:6]([CH3:7])([CH3:8])([CH3:9])[O:10][C:11]([NH:12][c:13]1[cH:14][n:15][c:16]([O:19][CH3:20])[cH:17][c:18]1[I:33])=[O:21]. The reactants are Cc1ccc([Mg]Br)cc1 (effective_coupling_partner), CN(C)CCOc2ccc1CCCCc1c2 (substrate). The reagents and catalysts are PCy3. Conditions: temperature 95 celsius, time 15 hour. The product is Cc3ccc(c2ccc1CCCCc1c2)cc3.